Dataset: the Open Reaction Database (ORD), a public repository of structured organic reaction records. Task: describe an organic reaction: reactants, conditions, products, and yield Run in CN(C=O)C (dimethylformamide). Product: O(C1=CC=CC=C1)CCCCOC1=CC=C(C=C1)C(C)=O (p-(4-phenoxybutoxy) acetophenone). As a reaction SMILES: [O:1]([CH2:8][CH2:9][CH2:10][CH2:11]Br)[C:2]1[CH:7]=[CH:6][CH:5]=[CH:4][CH:3]=1.[OH:13][C:14]1[CH:19]=[CH:18][C:17]([C:20](=[O:22])[CH3:21])=[CH:16][CH:15]=1.C(=O)([O-])[O-].[K+].[K+].O>CN(C)C=O>[O:1]([CH2:8][CH2:9][CH2:10][CH2:11][O:13][C:14]1[CH:19]=[CH:18][C:17]([C:20](=[O:22])[CH3:21])=[CH:16][CH:15]=1)[C:2]1[CH:7]=[CH:6][CH:5]=[CH:4][CH:3]=1 |f:2.3.4|. Procedure details: A mixture 100 grams (0.438 mole) of 4-phenoxybutyl bromide, 59.5 grams (0.438 mole) of p-hydroxyacetophenone, and 60.4 grams (0.438 mole) of potassium carbonate in approximately 200 milliliters of dry dimethylformamide, is stirred at its reflux temperature for a period of about 4 hours. The reaction mixture is cooled, water added, and the reaction product removed by filtration. The product is washed with a solution of 2 N sodium hydroxide, washed with water, and recrystallized twice from isoprop... Starting materials: O (water), O(C1=CC=CC=C1)CCCCBr (4-phenoxybutyl bromide), OC1=CC=C(C=C1)C(C)=O (p-hydroxyacetophenone), C([O-])([O-])=O.[K+].[K+] (potassium carbonate). The yield is 60.0%. RXN SMILES: [Cl:1][C:2]1[N:7]=[C:6](Cl)[C:5]([C:9]2[CH:14]=[CH:13][CH:12]=[CH:11][CH:10]=2)=[CH:4][N:3]=1.[CH:15]1([C:18]2[CH:19]=[C:20]([NH2:23])[NH:21][N:22]=2)[CH2:17][CH2:16]1>C(O)C>[Cl:1][C:2]1[N:7]=[C:6]([NH:23][C:20]2[NH:21][N:22]=[C:18]([CH:15]3[CH2:17][CH2:16]3)[CH:19]=2)[C:5]([C:9]2[CH:14]=[CH:13][CH:12]=[CH:11][CH:10]=2)=[CH:4][N:3]=1. The reactants are ClC1=NC=C(C(=N1)Cl)C1=CC=CC=C1 (2,4-Dichloro-5-phenyl-pyrimidine), C1(CC1)C=1C=C(NN1)N (5-Cyclopropyl-2H-pyrazol-3-ylamine). Procedure details: To 2,4-Dichloro-5-phenyl-pyrimidine (187 mg, 0.83 mmol) and trethylamine (255 μL, 1.83 mmol) in ethanol (25 mL) was added 5-Cyclopropyl-2H-pyrazol-3-ylamine (142 mg, 1.16 mmol) and the solution was heated to 80 C for 14 h. The solvent was removed in vacuum, and the title compound was obtained by flash chromatography (0–2% methanol in dichloromethane) to give: 150 mg (60% yield). HPLC tr=6.68 min (87%), LCMS m/e 312.1 (M+H), 310.0 (M−H). The solvent is C(C)O (ethanol). The product is ClC1=NC=C(C(=N1)NC=1NN=C(C1)C1CC1)C1=CC=CC=C1 ((2-Chloro-5-phenyl-pyrimidin-4-yl)-(5-cyclopropyl-2H-pyrazol-3-yl)-amine). Reactants: [F-], CC(Oc1ccc(Oc2ccc(C(F)(F)F)cc2)cc1)C(=O)O, O=C1CCCC(=O)C1, [Tl]. The product is CC(Oc1ccc(Oc2ccc(C(F)(F)F)cc2)cc1)C(=O)C1C(=O)CCCC1=O. As a reaction SMILES: [F-:1].[F:2][C:3]([c:4]1[cH:5][cH:6][c:7]([O:8][c:9]2[cH:10][cH:11][c:12]([O:13][CH:14]([C:15](=[O:16])[OH:17])[CH3:18])[cH:19][cH:20]2)[cH:21][cH:22]1)([F:23])[F:24].[O:26]=[C:27]1[CH2:28][CH2:29][CH2:30][C:31](=[O:32])[CH2:33]1.[Tl:25]>>[F:2][C:3]([c:4]1[cH:5][cH:6][c:7]([O:8][c:9]2[cH:10][cH:11][c:12]([O:13][CH:14]([C:15](=[O:16])[CH:33]3[C:27](=[O:26])[CH2:28][CH2:29][CH2:30][C:31]3=[O:32])[CH3:18])[cH:19][cH:20]2)[cH:21][cH:22]1)([F:23])[F:24]. Reported procedure: A stirred mixture of 290.0 g (1.80 mol) of 4-oxazol-4-yl-phenol (H. Jones, et al., J. Med. Chem., 21, 1110 (1978)), 737.7 g (2.70 mol) of methanesulfonic acid 2-benzyloxycarbonylamino-ethyl ester, and 746.0 g (5.40 mol) of potassium carbonate in 4.6 l of dry dimethylsulfoxide was heated to about 85° C. An additional 500 ml of dimethylsulfoxide was added and the viscous slurry was stirred at about 80° C. for about an additional two hours. The resulting mixture was cooled to about 50° C., poured i... Conditions: temperature 85 celsius, time 2 hour. Starting materials: ice water, O1C=NC(=C1)C1=CC=C(C=C1)O (4-oxazol-4-yl-phenol), C(C1=CC=CC=C1)OC(=O)NCCOS(=O)(=O)C (methanesulfonic acid 2-benzyloxycarbonylamino-ethyl ester), C([O-])([O-])=O.[K+].[K+] (potassium carbonate). The yield is 64.0%. As a reaction SMILES: [O:1]1[CH:5]=[C:4]([C:6]2[CH:11]=[CH:10][C:9]([OH:12])=[CH:8][CH:7]=2)[N:3]=[CH:2]1.[CH2:13]([O:20][C:21]([NH:23][CH2:24][CH2:25]OS(C)(=O)=O)=[O:22])[C:14]1[CH:19]=[CH:18][CH:17]=[CH:16][CH:15]=1.C(=O)([O-])[O-].[K+].[K+]>CS(C)=O>[CH2:13]([O:20][C:21](=[O:22])[NH:23][CH2:24][CH2:25][O:12][C:9]1[CH:8]=[CH:7][C:6]([C:4]2[N:3]=[CH:2][O:1][CH:5]=2)=[CH:11][CH:10]=1)[C:14]1[CH:19]=[CH:18][CH:17]=[CH:16][CH:15]=1 |f:2.3.4|. Yields the product C(C1=CC=CC=C1)OC(NCCOC1=CC=C(C=C1)C=1N=COC1)=O ([2-(4-Oxazol-4-yl-phenoxy)-ethyl]-carbamic acid benzyl ester). Solvent: CS(=O)C (dimethylsulfoxide), CS(=O)C (dimethylsulfoxide). The reactants are [Na] (sodium), C1(=CCCCC1)C1=CC=C(C=C1)O (p-(1-cyclohexenyl)-phenol), C(C)OC(C(CCCCCCCC)Br)=O (α-bromo-decanoic acid ethyl ester). Solvent: C(C)O (ethanol), C(C)O (ethanol), C(C)O (ethanol). Yields the product C(C)OC(C(CCCCCCCC)OC1=CC=C(C=C1)C1=CCCCC1)=O (α-[p-(1-cyclohexenyl)-phenoxy]-decanoic acid ethyl ester). RXN SMILES: [Na].[C:2]1([C:8]2[CH:13]=[CH:12][C:11]([OH:14])=[CH:10][CH:9]=2)[CH2:7][CH2:6][CH2:5][CH2:4][CH:3]=1.[CH2:15]([O:17][C:18](=[O:29])[CH:19](Br)[CH2:20][CH2:21][CH2:22][CH2:23][CH2:24][CH2:25][CH2:26][CH3:27])[CH3:16]>C(O)C>[CH2:15]([O:17][C:18](=[O:29])[CH:19]([O:14][C:11]1[CH:10]=[CH:9][C:8]([C:2]2[CH2:7][CH2:6][CH2:5][CH2:4][CH:3]=2)=[CH:13][CH:12]=1)[CH2:20][CH2:21][CH2:22][CH2:23][CH2:24][CH2:25][CH2:26][CH3:27])[CH3:16] |^1:0|. Procedure: To a solution of 1.6g of sodium in 100 ml of absolute ethanol, 10 g of p-(1-cyclohexenyl)-phenol in a small amount of absolute ethanol are added at room temperature under anhydrous conditions and with stirring. 10 g of α-bromo-decanoic acid ethyl ester are then added dropwise and the reaction mixture is stirred up for 24 hours at 50° C. The ethanol is subsequently stripped off in vacuo and the residue is partitioned between water and ice-cold N-sodium hydroxide solution. The organic phase is was... The reactants are O=C([O-])[O-], CN(C)C=O, COC(=O)c1ccc(F)cc1C(F)(F)F, [K+], [K+], c1nc[nH]n1. Product: COC(=O)c1ccc(-n2cncn2)cc1C(F)(F)F. Reaction SMILES: [C:21](=[O:22])([O-:23])[O-:24].[CH3:27][N:28]([CH3:29])[CH:30]=[O:31].[F:1][c:2]1[cH:3][c:4]([C:12]([F:13])([F:14])[F:15])[c:5]([C:6](=[O:7])[O:8][CH3:9])[cH:10][cH:11]1.[K+:25].[K+:26].[nH:16]1[n:17][cH:18][n:19][cH:20]1>>[c:2]1(-[n:16]2[n:17][cH:18][n:19][cH:20]2)[cH:3][c:4]([C:12]([F:13])([F:14])[F:15])[c:5]([C:6](=[O:7])[O:8][CH3:9])[cH:10][cH:11]1.